From a dataset of the Open Reaction Database (ORD), a public repository of structured organic reaction records. describe an organic reaction: reactants, conditions, products, and yield Yields the product Cl, O=C(C=Cc1ccc(C2=C(c3ccccc3)CCCc3ccccc32)cc1)NS(=O)(=O)CCCN1CCCCC1. Reaction SMILES: [CH2:36]1[CH2:37][CH2:38][NH:39][CH2:40][CH2:41]1.[O:42]1[CH2:43][CH2:44][CH2:45][CH2:46]1.[c:1]1([C:7]2=[C:8]([c:18]3[cH:19][cH:20][c:21]([CH:24]=[CH:25][C:26](=[O:27])[NH:28][S:29](=[O:30])(=[O:31])[CH2:32][CH2:33][CH2:34][Cl:35])[cH:22][cH:23]3)[c:9]3[c:10]([cH:14][cH:15][cH:16][cH:17]3)[CH2:11][CH2:12][CH2:13]2)[cH:2][cH:3][cH:4][cH:5][cH:6]1>>[ClH:35].[c:1]1([C:7]2=[C:8]([c:18]3[cH:19][cH:20][c:21]([CH:24]=[CH:25][C:26](=[O:27])[NH:28][S:29](=[O:30])(=[O:31])[CH2:32][CH2:33][CH2:34][N:39]4[CH2:38][CH2:37][CH2:36][CH2:41][CH2:40]4)[cH:22][cH:23]3)[c:9]3[c:10]([cH:14][cH:15][cH:16][cH:17]3)[CH2:11][CH2:12][CH2:13]2)[cH:2][cH:3][cH:4][cH:5][cH:6]1. Starting materials: C1CCNCC1, C1CCOC1, O=C(C=Cc1ccc(C2=C(c3ccccc3)CCCc3ccccc32)cc1)NS(=O)(=O)CCCCl. The reactants are COC(=O)C(Cc1ccc(OCCn2c(=O)sc3cc(C(=O)c4ccccc4)ccc32)cc1)C(=O)OC, CC[SiH](CC)CC, O=C(O)C(F)(F)F. The product is COC(=O)C(Cc1ccc(OCCn2c(=O)sc3cc(Cc4ccccc4)ccc32)cc1)C(=O)OC. As a reaction SMILES: [C:1]([c:2]1[cH:3][cH:4][cH:5][cH:6][cH:7]1)(=[O:8])[c:9]1[cH:10][c:11]2[c:12]([n:13]([CH2:17][CH2:18][O:19][c:20]3[cH:21][cH:22][c:23]([CH2:24][CH:25]([C:26](=[O:27])[O:28][CH3:29])[C:30](=[O:31])[O:32][CH3:33])[cH:34][cH:35]3)[c:14](=[O:16])[s:15]2)[cH:36][cH:37]1.[CH2:38]([SiH:39]([CH2:40][CH3:41])[CH2:42][CH3:43])[CH3:44].[OH:45][C:46]([C:47]([F:48])([F:49])[F:50])=[O:51]>>[CH2:1]([c:2]1[cH:3][cH:4][cH:5][cH:6][cH:7]1)[c:9]1[cH:10][c:11]2[c:12]([n:13]([CH2:17][CH2:18][O:19][c:20]3[cH:21][cH:22][c:23]([CH2:24][CH:25]([C:26](=[O:27])[O:28][CH3:29])[C:30](=[O:31])[O:32][CH3:33])[cH:34][cH:35]3)[c:14](=[O:16])[s:15]2)[cH:36][cH:37]1. Reactants: C(C1=CC=CC=C1)OC1=C(C=C2C(=CC=NC2=C1)OC1=C(C=C(C=C1)N1C(NCC1=O)=O)F)OC (3-(4-(7-(benzyloxy)-6-methoxyquinolin-4-yloxy)-3-fluorophenyl)imidazolidine-2,4-dione), C(C1=CC=CC=C1)Br (benzyl bromide), [Li+].C[Si](C)(C)[N-][Si](C)(C)C (LiHMDS). The solvent is C1CCOC1 (THF), CN(C)C=O (DMF), C1CCOC1 (THF). Run at time 3 hour. Yields the product C(C1=CC=CC=C1)N1C(N(C(C1)=O)C1=CC(=C(C=C1)OC1=CC=NC2=CC(=C(C=C12)OC)OCC1=CC=CC=C1)F)=O (1-Benzyl-3-(4-(7-(benzyloxy)-6-methoxyquinolin-4-yloxy)-3-fluorophenyl)imidazolidine-2,4-dione). As a reaction SMILES: [CH2:1]([O:8][C:9]1[CH:18]=[C:17]2[C:12]([C:13]([O:19][C:20]3[CH:25]=[CH:24][C:23]([N:26]4[C:30](=[O:31])[CH2:29][NH:28][C:27]4=[O:32])=[CH:22][C:21]=3[F:33])=[CH:14][CH:15]=[N:16]2)=[CH:11][C:10]=1[O:34][CH3:35])[C:2]1[CH:7]=[CH:6][CH:5]=[CH:4][CH:3]=1.[CH2:36](Br)[C:37]1[CH:42]=[CH:41][CH:40]=[CH:39][CH:38]=1.[Li+].C[Si]([N-][Si](C)(C)C)(C)C>C1COCC1.CN(C=O)C>[CH2:36]([N:28]1[CH2:29][C:30](=[O:31])[N:26]([C:23]2[CH:24]=[CH:25][C:20]([O:19][C:13]3[C:12]4[C:17](=[CH:18][C:9]([O:8][CH2:1][C:2]5[CH:7]=[CH:6][CH:5]=[CH:4][CH:3]=5)=[C:10]([O:34][CH3:35])[CH:11]=4)[N:16]=[CH:15][CH:14]=3)=[C:21]([F:33])[CH:22]=2)[C:27]1=[O:32])[C:37]1[CH:42]=[CH:41][CH:40]=[CH:39][CH:38]=1 |f:2.3|. Procedure details: To a stirring suspension of 3-(4-(7-(benzyloxy)-6-methoxyquinolin-4-yloxy)-3-fluorophenyl)imidazolidine-2,4-dione (Example 50, 200 mg, 0.42 mmol) and benzyl bromide (0.06 mL, 0.51 mmol) in THF (2 mL) and DMF (1 mL) was added 1 M LiHMDS in THF (0.51 mL). After 3 h at RT, the solvents were removed under reduced pressure and the residue was purified on a silica gel to afford the title compound. Calc'd Mass for C33H26FN3O5, 563, MS (M+1) 564. Starting materials: Br.BrCC1=C(N)C=C(C=C1)Cl (2-bromomethyl-5-chloroaniline hydrobromide), C(=O)(Cl)Cl.C1=CC=CC=C1 (phosgene benzene). The solvent is C1=CC=CC=C1 (benzene). Yields the product BrCC1=C(C=C(C=C1)Cl)N=C=O (2-bromomethyl-5-chlorophenylisocyanate). RXN SMILES: Br.[Br:2][CH2:3][C:4]1[CH:10]=[CH:9][C:8]([Cl:11])=[CH:7][C:5]=1[NH2:6].[C:12](Cl)(Cl)=[O:13].C1C=CC=CC=1>C1C=CC=CC=1>[Br:2][CH2:3][C:4]1[CH:10]=[CH:9][C:8]([Cl:11])=[CH:7][C:5]=1[N:6]=[C:12]=[O:13] |f:0.1,2.3|. Procedure details: 6.32 g of 2-bromomethyl-5-chloroaniline hydrobromide is added to 30 ml of benzene containing 12.5% phosgene (w/v) and the mixture refluxed in a vessel equipped with a Dean-Stark trap and additional phosgene/benzene added for a total of 250 ml (over a period of 6 hrs; 1/2 ml of water collected in the trap). The reaction mixture is cooled to 20°, insolubles removed by filtration and the filtrate concentrated (solvent removed), then distilled under vacuum to obtain 2-bromomethyl-5-chlorophenylisocy... Reactants: ClCCS(=O)(=O)Cl (2-chloroethanesulfonyl chloride), [H-].[Na+] (NaH), CC1=CC=C(OC2=CC=C(C=C2)C=2C(=NC=CC2)N)C=C1 (3-(4-(4-methylphenoxy)phenyl)pyridin-2-amine). Run in C1CCOC1 (THF), C1CCOC1 (THF). Reaction conditions: time 10 minute. The product is CC1=CC=C(OC2=CC=C(C=C2)C2=CC=CN3C2=NS(CC3)(=O)=O)C=C1 (9-[4-(4-methylphenoxy)phenyl]-3,4-dihydropyrido[2,1-c][1,2,4]thiadiazine 2,2-dioxide). RXN SMILES: [H-].[Na+].Cl[CH2:4][CH2:5][S:6](Cl)(=[O:8])=[O:7].[CH3:10][C:11]1[CH:30]=[CH:29][C:14]([O:15][C:16]2[CH:21]=[CH:20][C:19]([C:22]3[C:23]([NH2:28])=[N:24][CH:25]=[CH:26][CH:27]=3)=[CH:18][CH:17]=2)=[CH:13][CH:12]=1>C1COCC1>[CH3:10][C:11]1[CH:12]=[CH:13][C:14]([O:15][C:16]2[CH:21]=[CH:20][C:19]([C:22]3[C:23]4=[N:28][S:6](=[O:8])(=[O:7])[CH2:5][CH2:4][N:24]4[CH:25]=[CH:26][CH:27]=3)=[CH:18][CH:17]=2)=[CH:29][CH:30]=1 |f:0.1|. Procedure details: To a suspension of NaH (60%, 1.57 g) in THF (dry) (60 mL) was added 2-chloroethanesulfonyl chloride (1.652 mL) at 0° C. and the mixture was stirred for 10 min at the same temperature. A solution of 3-(4-(4-methylphenoxy)phenyl)pyridin-2-amine (2.17 g) in THF (dry) (40 mL) was added at 0° C. and the mixture was stirred at room temperature under nitrogen overnight. The mixture was quenched with water at 0° C. Water, EtOAc and IPE were added and the precipitates were collected, washed with water/Et... Reactants: C(C1=CC=CC=C1)OC[C@@H](CC=C)OCC=O ({[(2R)-1-(benzyloxy)pent-4-en-2-yl]oxy}acetaldehyde), Cl.NO (Hydroxylamine hydrochloride), C(C)(=O)[O-].[Na+] (Sodium acetate). The solvent is C(C)O (ethanol), O (water). Run at temperature 60 celsius, time 15 minute. Product: C(C1=CC=CC=C1)OC[C@@H](CC=C)OCC=NO (2-{[(2R)-1-(benzyloxy)pent-4-en-2-yl]oxy}-N-hydroxyethanimine). Reaction SMILES: [CH2:1]([O:8][CH2:9][C@H:10]([O:14][CH2:15][CH:16]=O)[CH2:11][CH:12]=[CH2:13])[C:2]1[CH:7]=[CH:6][CH:5]=[CH:4][CH:3]=1.C([O-])(=O)C.[Na+].Cl.[NH2:24][OH:25]>C(O)C.O>[CH2:1]([O:8][CH2:9][C@H:10]([O:14][CH2:15][CH:16]=[N:24][OH:25])[CH2:11][CH:12]=[CH2:13])[C:2]1[CH:7]=[CH:6][CH:5]=[CH:4][CH:3]=1 |f:1.2,3.4|. Procedure details: {[(2R)-1-(Benzyloxy)pent-4-en-2-yl]oxy}acetaldehyde (C3) (7.76 g, ≦32.88 mmol) was dissolved in a 2:1 mixture of ethanol and water (127 mL). Sodium acetate (13.6 g, 166 mmol) was added, and the mixture was stirred for 15 minutes. Hydroxylamine hydrochloride (98%, 7.05 g, 99.4 mmol) was then added, and the reaction mixture was heated to 60° C. for 18 hours. The reaction mixture was partitioned between ethyl acetate and water; the aqueous layer was extracted with ethyl acetate, and the combined or... The reactants are ( 27 ), ( 23 ), COC1=C2CCNC2=CC=C1 (4-methoxyindoline), C(C)(=O)N1CCC2=C(C=CC(=C12)[N+](=O)[O-])OC (1-Acetyl-4-methoxy-7-nitroindoline), ( 26 ). The solvent is ClCCCl (1,2-dichloroethane). Product: C(C)(=O)N1CCC2=CC(=CC=C12)C(C)=O (1,5-Diacetylindoline), 1-(2-Nitrophenylethyl) phosphate, COC1=C2C=CNC2=CC=C1 (4-Methoxyindole), C(C)(=O)N1CCC2=C(C=CC=C12)OC (1-acetyl-4-methoxyindoline). RXN SMILES: [C:1]([N:4]1[C:12]2[C:7](=[C:8]([O:16][CH3:17])[CH:9]=[CH:10][C:11]=2[N+]([O-])=O)[CH2:6][CH2:5]1)(=[O:3])[CH3:2].[CH3:18][O:19][C:20]1[CH:28]=[CH:27][CH:26]=[C:25]2[C:21]=1[CH2:22][CH2:23][NH:24]2>ClCCCl>[C:1]([N:4]1[C:12]2[C:7](=[CH:8][C:9]([C:20](=[O:19])[CH3:21])=[CH:10][CH:11]=2)[CH2:6][CH2:5]1)(=[O:3])[CH3:2].[CH3:18][O:19][C:20]1[CH:28]=[CH:27][CH:26]=[C:25]2[C:21]=1[CH:22]=[CH:23][NH:24]2.[C:1]([N:4]1[C:12]2[C:7](=[C:8]([O:16][CH3:17])[CH:9]=[CH:10][CH:11]=2)[CH2:6][CH2:5]1)(=[O:3])[CH3:2]. Reported procedure: Microanalyses were carried out by MEDAC Ltd., Brunel University, Uxbridge, U.K. Amino acid analyses were performed at the Department of Biochemistry, University of Cambridge, using a Pharmacia AlphaPlus Analyser with ninhydrin detection. 1H NMR spectra were determined in CDCl3 with tetramethylsilane as internal standard unless otherwise stated on JEOL FX90Q, Bruker AM 400WB or Varian Unity Plus 500 spectrometers. The 13C NMR spectrum was determined on a Bruker AM 400WB spectrometer. Positive ion... Starting materials: C(C)[SiH](CC)CC (triethylsilane), C(C)OC(C(CC1=CC=C(C=C1)OCCC1N(C(N(C1)CC1=CC=C(C=C1)OC)=O)C)(C)OC1=C(C=CC=C1)F)=O (2-(2-Fluoro-phenoxy)-3-(4-{2-[1-(4-methoxy-benzyl)-3-methyl-2-oxo-imidazolidin-4-yl]-ethoxy}-phenyl)-2-methyl-propionic acid ethyl ester). The product is C(C)OC(C(CC1=CC=C(C=C1)OCCC1N(C(NC1)=O)C)(C)OC1=C(C=CC=C1)F)=O (2-(2-Fluoro-phenoxy)-2-methyl-3-{4-[2-(3-methyl-2-oxo-imidazolidin-4-yl)-ethoxy]-phenyl}-propionic acid ethyl ester). Reaction conditions: time 2 hour. RXN SMILES: C([SiH](CC)CC)C.[CH2:8]([O:10][C:11](=[O:48])[C:12]([O:40][C:41]1[CH:46]=[CH:45][CH:44]=[CH:43][C:42]=1[F:47])([CH3:39])[CH2:13][C:14]1[CH:19]=[CH:18][C:17]([O:20][CH2:21][CH2:22][CH:23]2[CH2:27][N:26](CC3C=CC(OC)=CC=3)[C:25](=[O:37])[N:24]2[CH3:38])=[CH:16][CH:15]=1)[CH3:9]>FC(F)(F)C(O)=O>[CH2:8]([O:10][C:11](=[O:48])[C:12]([O:40][C:41]1[CH:46]=[CH:45][CH:44]=[CH:43][C:42]=1[F:47])([CH3:39])[CH2:13][C:14]1[CH:19]=[CH:18][C:17]([O:20][CH2:21][CH2:22][CH:23]2[CH2:27][NH:26][C:25](=[O:37])[N:24]2[CH3:38])=[CH:16][CH:15]=1)[CH3:9]. Procedure details: Trifluoroacetic acid (70 mL) is added dropwise to a solution of triethylsilane (2.5 mL, 15.73 mmol, d=0.728) and 2-(2-Fluoro-phenoxy)-3-(4-{2-[1-(4-methoxy-benzyl)-3-methyl-2-oxo-imidazolidin-4-yl]-ethoxy}-phenyl)-2-methyl-propionic acid ethyl ester (4.44 g, 7.86 mmol). The reaction mixture is stirred 2 h, then concentrated in vacuo. The residue is diluted with ethyl acetate, then washed with a saturated solution of aqueous sodium carbonate, water, and brine. The organic layer is dried and conce... The yield is 100.2%. Solvent: FC(C(=O)O)(F)F (Trifluoroacetic acid). The reactants are [Cl-].FC=1C=CC2=C(N=C(S2)C[P+](C2=CC=CC=C2)(C2=CC=CC=C2)C2=CC=CC=C2)C1 (5-fluorobenzothiazol-2-ylmethyl triphenyl phosphonium chloride), C(CCC)[Li] (n-butyl lithium), C(=O)C=1C=C(C(=O)OC)C=CC1 (methyl 3-formylbenzoate). Solvent: CCCCCC (hexane), O1CCCC1 (tetrahydrofuran). Yields the product FC=1C=CC2=C(N=C(S2)/C=C/C=2C=C(C(=O)OC)C=CC2)C1 (methyl 3-(5-fluorobenzothiazol-2-yl-transethenyl)benzoate). Isolated yield 76.5%. As a reaction SMILES: [Cl-].[F:2][C:3]1[CH:4]=[CH:5][C:6]2[S:10][C:9]([CH2:11][P+](C3C=CC=CC=3)(C3C=CC=CC=3)C3C=CC=CC=3)=[N:8][C:7]=2[CH:31]=1.C([Li])CCC.[CH:37]([C:39]1[CH:40]=[C:41]([CH:46]=[CH:47][CH:48]=1)[C:42]([O:44][CH3:45])=[O:43])=O>CCCCCC.O1CCCC1>[F:2][C:3]1[CH:4]=[CH:5][C:6]2[S:10][C:9](/[CH:11]=[CH:37]/[C:39]3[CH:40]=[C:41]([CH:46]=[CH:47][CH:48]=3)[C:42]([O:44][CH3:45])=[O:43])=[N:8][C:7]=2[CH:31]=1 |f:0.1|. Procedure: Using the procedure of Preparation El and starting with 5.65 g of 5-fluorobenzothiazol-2-ylmethyl triphenyl phosphonium chloride (prepared by reacting 4.0 g of 2-chloromethyl-5-fluorobenzothiazole and 5.22 g of triphenylphosphine in 50 ml of toluene at reflux temperature for 17 hours), 7.61 ml of 1.6M n-butyl lithium solution in hexane and 2.0 g of methyl 3-formylbenzoate in 80 ml of dry tetrahydrofuran there was obtained 2.92 g of the titled product, m.p. 172°-173° C. Reactants: N#Cc1ccc2c(c1)cc(C(=O)O)n2Cc1cccc(OC(F)(F)F)c1, NC1(CO)CC1. The product is N#Cc1ccc2c(c1)cc(C(=O)NC1(CO)CC1)n2Cc1cccc(OC(F)(F)F)c1. RXN SMILES: [C:1](#[N:2])[c:3]1[cH:4][c:5]2[cH:6][c:7]([C:24](=[O:25])[OH:26])[n:8]([CH2:12][c:13]3[cH:14][c:15]([O:19][C:20]([F:21])([F:22])[F:23])[cH:16][cH:17][cH:18]3)[c:9]2[cH:10][cH:11]1.[NH2:27][C:28]1([CH2:31][OH:32])[CH2:29][CH2:30]1>>[C:1](#[N:2])[c:3]1[cH:4][c:5]2[cH:6][c:7]([C:24](=[O:25])[NH:27][C:28]3([CH2:31][OH:32])[CH2:29][CH2:30]3)[n:8]([CH2:12][c:13]3[cH:14][c:15]([O:19][C:20]([F:21])([F:22])[F:23])[cH:16][cH:17][cH:18]3)[c:9]2[cH:10][cH:11]1.